From a dataset of the Open Reaction Database (ORD), a public repository of structured organic reaction records. describe an organic reaction: reactants, conditions, products, and yield Starting materials: Oc1ccc(F)c(Br)c1, CS(C)=O, COC(=O)C(=O)c1ccccc1F, [H-], [Na+]. Product: COC(=O)C(=O)c1ccccc1Oc1ccc(F)c(Br)c1. RXN SMILES: [Br:3][c:4]1[cH:5][c:6]([OH:11])[cH:7][cH:8][c:9]1[F:10].[CH3:25][S:26](=[O:27])[CH3:28].[F:12][c:13]1[c:14]([C:19]([C:20](=[O:21])[O:22][CH3:23])=[O:24])[cH:15][cH:16][cH:17][cH:18]1.[H-:2].[Na+:1]>>[Br:3][c:4]1[cH:5][c:6]([O:11][c:13]2[c:14]([C:19]([C:20](=[O:21])[O:22][CH3:23])=[O:24])[cH:15][cH:16][cH:17][cH:18]2)[cH:7][cH:8][c:9]1[F:10]. Starting materials: C(=O)(C(F)(F)F)O (TFA), N1C(=NC2=C1C=CC=C2)C2=NN(C1=CC=C(C=C21)NC(=O)NC2CC2)C2OCCCC2 (1-(3-(1H-benzo[d]imidazol-2-yl)-1-(tetrahydro-2H-pyran-2-yl)-1H-indazol-5-yl)-3-cyclopropylurea). The solvent is C(Cl)Cl (CH2Cl2). Conditions: time 24 hour. Product: N1C(=NC2=C1C=CC=C2)C2=NNC1=CC=C(C=C21)NC(=O)NC2CC2 (1-(3-(1H-benzo[d]imidazol-2-yl)-1H-indazol-5-yl)-3-cyclopropylurea). The yield is 75.2%. RXN SMILES: C(O)(C(F)(F)F)=O.[NH:8]1[C:12]2[CH:13]=[CH:14][CH:15]=[CH:16][C:11]=2[N:10]=[C:9]1[C:17]1[C:25]2[C:20](=[CH:21][CH:22]=[C:23]([NH:26][C:27]([NH:29][CH:30]3[CH2:32][CH2:31]3)=[O:28])[CH:24]=2)[N:19](C2CCCCO2)[N:18]=1>C(Cl)Cl>[NH:10]1[C:11]2[CH:16]=[CH:15][CH:14]=[CH:13][C:12]=2[N:8]=[C:9]1[C:17]1[C:25]2[C:20](=[CH:21][CH:22]=[C:23]([NH:26][C:27]([NH:29][CH:30]3[CH2:31][CH2:32]3)=[O:28])[CH:24]=2)[NH:19][N:18]=1. Procedure details: TFA (0.5 mL, 7.20 mmol) was added to a solution of 1-(3-(1H-benzo[d]imidazol-2-yl)-1-(tetrahydro-2H-pyran-2-yl)-1H-indazol-5-yl)-3-cyclopropylurea (10 mg, 0.024 mmol) in CH2Cl2 (4 mL). The reaction mixture was stirred at room temperature for 24 h, and then the solvent was removed in vacuo. Purification by flash chromatography (6% CH3OH/CH2Cl2) afforded the title compound (6 mg) as an off-white solid. 1H NMR (400 MHz, CD3OD): δ 8.53 (s, 1H), 7.69-7.67 (m, 2H), 7.59 (d, 1H, J=8.8 Hz), 7.27 (m, 3H)... Reactants: Cl (HCl), CC(=O)C1=C(C=CC(=C1)O)O (2,5-dihydroxyacetophenone), COC=1C=CC(=CC1)C=O (anisaldehyde). Solvent: C(C)O (ethanol). Yields the product OC=1C=C2C(CC(OC2=CC1)C1=CC=C(C=C1)OC)=O (6-Hydroxy-4'-methoxyflavanone), OC1=C(C=CC(=O)C2=CC=C(C=C2)OC)C=C(C=C1)O (2,5-dihydroxy-p-methoxybenzylideneacetophenone). Reaction SMILES: Cl.[CH3:2][C:3]([C:5]1[CH:10]=[C:9]([OH:11])[CH:8]=[CH:7][C:6]=1[OH:12])=[O:4].[CH3:13][O:14][C:15]1[CH:16]=[CH:17][C:18]([CH:21]=[O:22])=[CH:19][CH:20]=1>C(O)C>[OH:11][C:9]1[CH:10]=[C:5]2[C:6](=[CH:7][CH:8]=1)[O:12][CH:21]([C:18]1[CH:17]=[CH:16][C:15]([O:14][CH3:13])=[CH:20][CH:19]=1)[CH2:2][C:3]2=[O:4].[OH:12][C:6]1[CH:7]=[CH:8][C:9]([OH:11])=[CH:10][C:5]=1[CH:3]=[CH:2][C:21]([C:18]1[CH:17]=[CH:16][C:15]([O:14][CH3:13])=[CH:20][CH:19]=1)=[O:22]. Procedure: HCl is passed for 4 hours, with stirring, into a solution of 15.2 g of 2,5-dihydroxyacetophenone and 27.2 g of anisaldehyde in 1,500 ml of ethanol. 3-p-Methoxybenzylidene-6-hydroxy-4'-methoxyflavanone is precipitated, m.p. 199°-201°. 6-Hydroxy-4'-methoxyflavanone and 2,5-dihydroxy-p-methoxybenzylideneacetophenone are formed as intermediates. Reactants: C(C)(=O)SCC(C(=O)O)CC1=CC=CC=C1 (2-Acetylthiomethyl-3-phenylpropanoic acid), C(C(=O)Cl)(=O)Cl (oxalyl chloride), acid chloride, Cl.NCCCCCCC(=O)OC (7-aminoheptanoic acid, methyl ester, hydrochloride), C(C)(C)N(CC)C(C)C (diisopropylethylamine). Yields the product C(C)(=O)SCC(C(=O)NCCCCCCC(=O)OC)CC1=CC=CC=C1 ((±)-7-[[2-[(acetylthio)methyl]-1-oxo-3-phenylpropyl]amino]heptanoic acid, methyl ester). RXN SMILES: [C:1]([S:4][CH2:5][CH:6]([CH2:10][C:11]1[CH:16]=[CH:15][CH:14]=[CH:13][CH:12]=1)[C:7]([OH:9])=O)(=[O:3])[CH3:2].C(Cl)(=O)C(Cl)=O.Cl.[NH2:24][CH2:25][CH2:26][CH2:27][CH2:28][CH2:29][CH2:30][C:31]([O:33][CH3:34])=[O:32].C(N(C(C)C)CC)(C)C>>[C:1]([S:4][CH2:5][CH:6]([CH2:10][C:11]1[CH:16]=[CH:15][CH:14]=[CH:13][CH:12]=1)[C:7]([NH:24][CH2:25][CH2:26][CH2:27][CH2:28][CH2:29][CH2:30][C:31]([O:33][CH3:34])=[O:32])=[O:9])(=[O:3])[CH3:2] |f:2.3|. Procedure: 2-Acetylthiomethyl-3-phenylpropanoic acid is reacted with oxalyl chloride and the resulting acid chloride is then reacted with 7-aminoheptanoic acid, methyl ester, hydrochloride in the presence of diisopropylethylamine as more fully described in Example 8 of European Patent Application 136,883 to give (±)-7-[[2-[(acetylthio)methyl]-1-oxo-3-phenylpropyl]amino]heptanoic acid, methyl ester. Reactants: C#Cc1cccc(Cl)c1, Cc1nc(I)c(C)n1-c1cc[nH]c(=O)c1. Product: Cc1nc(C#Cc2cccc(Cl)c2)c(C)n1-c1cc[nH]c(=O)c1. RXN SMILES: [Cl:16][c:17]1[cH:18][c:19]([C:23]#[CH:24])[cH:20][cH:21][cH:22]1.[I:1][c:2]1[n:3][c:4]([CH3:15])[n:5](-[c:8]2[cH:9][c:10](=[O:14])[nH:11][cH:12][cH:13]2)[c:6]1[CH3:7]>>[c:2]1([C:24]#[C:23][c:19]2[cH:18][c:17]([Cl:16])[cH:22][cH:21][cH:20]2)[n:3][c:4]([CH3:15])[n:5](-[c:8]2[cH:9][c:10](=[O:14])[nH:11][cH:12][cH:13]2)[c:6]1[CH3:7]. The reactants are [N+](=O)([O-])C=1C=C(C=CC1)S(=O)(=O)[O-].[Na+] (sodium m-nitrobenzenesulfonate), S(=O)(=O)(C)O (MsOH), FeSO4.7H2O, COC=1C=C(N)C=CC1C (3-methoxy-4-methylaniline), OCC(O)CO (Glycerol), [OH-].[Na+] (NaOH), ice. The solvent is O1CCOCC1 (dioxane). Run at temperature 150 celsius. Product: CC=1C=C2C=CC=NC2=CC1OC (6-Methyl-7-methoxy-quinoline). Isolated yield 98.2%. As a reaction SMILES: [CH3:1][O:2][C:3]1[CH:4]=[C:5]([CH:7]=[CH:8][C:9]=1[CH3:10])[NH2:6].[N+]([C:14]1[CH:15]=C(S([O-])(=O)=O)C=C[CH:19]=1)([O-])=O.[Na+].S(O)(C)(=O)=O.OCC(CO)O.[OH-].[Na+]>O1CCOCC1>[CH3:10][C:9]1[CH:8]=[C:7]2[C:5](=[CH:4][C:3]=1[O:2][CH3:1])[N:6]=[CH:15][CH:14]=[CH:19]2 |f:1.2,5.6|. Procedure: Using a minimal amount of dioxane, 3-methoxy-4-methylaniline (5.00 g, 36.5 mmol) was slowly added to a mixture of sodium m-nitrobenzenesulfonate (6.62 g, 29.4 mmol), MsOH (20 mL), and FeSO4.7H2O (0.39 g, 1.4 mmol) in a 100 mL round bottom flask heated to an internal temperature of 145-155° C. Glycerol (10.75 g, 116.8 mmol) was then added dropwise via addition funnel while keeping the internal temperature at 145-155° C. After addition, the reaction was stirred in a 150° C. oil bath until LCMS ind... RXN SMILES: [C:42]([O:43][BH-:44]([O:45][C:46](=[O:47])[CH3:48])[O:49][C:50](=[O:51])[CH3:52])(=[O:53])[CH3:54].[CH3:56][C:57](=[O:58])[OH:59].[Cl:60][CH2:61][Cl:62].[F:29][c:30]1[cH:31][c:32]([CH:33]=[O:34])[cH:35][cH:36][c:37]1[C:38]([F:39])([F:40])[F:41].[NH:1]1[CH2:2][CH:3]([NH:5][C:6]([CH2:7][N:8]2[C:9](=[O:27])[C:10]([c:13]3[cH:14][cH:15][c:16]([F:19])[cH:17][cH:18]3)([c:20]3[cH:21][cH:22][c:23]([F:26])[cH:24][cH:25]3)[CH2:11][CH2:12]2)=[O:28])[CH2:4]1.[Na+:55]>>[N:1]1([CH2:33][c:32]2[cH:31][c:30]([F:29])[c:37]([C:38]([F:39])([F:40])[F:41])[cH:36][cH:35]2)[CH2:2][CH:3]([NH:5][C:6]([CH2:7][N:8]2[C:9](=[O:27])[C:10]([c:13]3[cH:14][cH:15][c:16]([F:19])[cH:17][cH:18]3)([c:20]3[cH:21][cH:22][c:23]([F:26])[cH:24][cH:25]3)[CH2:11][CH2:12]2)=[O:28])[CH2:4]1. Reactants: CC(=O)O[BH-](OC(C)=O)OC(C)=O, CC(=O)O, ClCCl, O=Cc1ccc(C(F)(F)F)c(F)c1, O=C(CN1CCC(c2ccc(F)cc2)(c2ccc(F)cc2)C1=O)NC1CNC1, [Na+]. The product is O=C(CN1CCC(c2ccc(F)cc2)(c2ccc(F)cc2)C1=O)NC1CN(Cc2ccc(C(F)(F)F)c(F)c2)C1.